From a dataset of the Open Reaction Database (ORD), a public repository of structured organic reaction records. describe an organic reaction: reactants, conditions, products, and yield Reactants: O(C1=CC=CC=C1)C1=CC=C(C=C1)S(=O)(=O)N(CC#C)C1C(=O)OCC1 ((±)-α-[N-(4-phenoxybenzenesulfonyl)-N-propargylamino]-γ-butyrolactone), [Cl-].[NH4+] (ammonium chloride), [OH-].[Na+] (sodium hydroxide), C(C=C)Br (allyl bromide). The solvent is C(C)O (ethanol), O (water), O (water). Conditions: time 3 hour. Product: C(C=C)OC(C(N(CC#C)S(=O)(=O)C1=CC=C(C=C1)OC1=CC=CC=C1)CCO)=O ((±)-2-(2-Hydroxyethyl)-N-(4-phenoxybenzenesulfonyl)-N-propargylglycine Allyl Ester). The yield is 85.0%. Reaction SMILES: [OH-:1].[Na+].[O:3]([C:10]1[CH:15]=[CH:14][C:13]([S:16]([N:19]([CH:23]2[CH2:28][CH2:27][O:26][C:24]2=[O:25])[CH2:20][C:21]#[CH:22])(=[O:18])=[O:17])=[CH:12][CH:11]=1)[C:4]1[CH:9]=[CH:8][CH:7]=[CH:6][CH:5]=1.[CH2:29](Br)[CH:30]=[CH2:31].[Cl-].[NH4+]>O.C(O)C>[CH2:29]([O:25][C:24](=[O:1])[CH:23]([CH2:28][CH2:27][OH:26])[N:19]([S:16]([C:13]1[CH:14]=[CH:15][C:10]([O:3][C:4]2[CH:9]=[CH:8][CH:7]=[CH:6][CH:5]=2)=[CH:11][CH:12]=1)(=[O:17])=[O:18])[CH2:20][C:21]#[CH:22])[CH:30]=[CH2:31] |f:0.1,4.5|. Procedure: After addition of a solution of sodium hydroxide (1.05 g, 25.5 mmol) in water (7 ml) to a suspension of (±)-α-[N-(4-phenoxybenzenesulfonyl)-N-propargylamino]-γ-butyrolactone (8.42 g, 22.7 mmol) in ethanol (40 ml), the mixture was stirred at room temperature for 3 hours. The solvent of the reaction mixture was evaporated under reduced pressure. The residue, which was an amorphous solid, was dissolved in N,N-dimethylformamide (40 ml). After addition of allyl bromide (2.15 ml, 25.4 mmol) to the sol... Starting materials: COC1=C(C=CC(=C1)S(=O)(=O)Cl)C=1N=C2C(=CNNC2=O)N1 (2-(2-methoxy-4-chlorosulfonyl-phenyl)-5-H-imidazo[4,5-d]pyridazin-4-one), CN (methylamine). Yields the product COC1=C(C=CC(=C1)S(=O)(=O)NC)C=1N=C2C(=CNNC2=O)N1 (2-(2-Methoxy-4-methylaminosulfonyl-phenyl)-5H-imidazo[4,5-d]pyridazin-4-one). Reaction SMILES: [CH3:1][O:2][C:3]1[CH:8]=[C:7]([S:9](Cl)(=[O:11])=[O:10])[CH:6]=[CH:5][C:4]=1[C:13]1[N:14]=[C:15]2[C:20](=[O:21])[NH:19][NH:18][CH:17]=[C:16]2[N:22]=1.[CH3:23][NH2:24]>>[CH3:1][O:2][C:3]1[CH:8]=[C:7]([S:9]([NH:24][CH3:23])(=[O:11])=[O:10])[CH:6]=[CH:5][C:4]=1[C:13]1[N:14]=[C:15]2[C:20](=[O:21])[NH:19][NH:18][CH:17]=[C:16]2[N:22]=1. Procedure details: Prepared analogously to Example 11 from 2-(2-methoxy-4-chlorosulfonyl-phenyl)-5-H-imidazo[4,5-d]pyridazin-4-one and aqueous methylamine solution